Dataset: the Open Reaction Database (ORD), a public repository of structured organic reaction records. Task: describe an organic reaction: reactants, conditions, products, and yield Reactants: BrCC(=O)C1=CC(=C(C=C1)C)C (2-Bromo-1-(3,4-dimethyl-phenyl)-ethanone), C(C)C1=CC(=NC=C1)N (4-Ethyl-pyridin-2-ylamine). Product: CC=1C=C(C=CC1C)C=1N=C2N(C=CC(=C2)CC)C1 (2-(3,4-Dimethyl-phenyl)-7-ethyl-imidazo[1,2-a]pyridine). Reaction SMILES: Br[CH2:2][C:3]([C:5]1[CH:10]=[CH:9][C:8]([CH3:11])=[C:7]([CH3:12])[CH:6]=1)=O.[CH2:13]([C:15]1[CH:20]=[CH:19][N:18]=[C:17]([NH2:21])[CH:16]=1)[CH3:14]>>[CH3:12][C:7]1[CH:6]=[C:5]([C:3]2[N:21]=[C:17]3[CH:16]=[C:15]([CH2:13][CH3:14])[CH:20]=[CH:19][N:18]3[CH:2]=2)[CH:10]=[CH:9][C:8]=1[CH3:11]. Procedure details: The title compound, MS: m/e=250.8 (M+H+), was prepared in accordance with the general method of example 8 from 2-Bromo-1-(3,4-dimethyl-phenyl)-ethanone and 4-Ethyl-pyridin-2-ylamine. Reactants: C1CC1(C(=O)O)N (ACPC), ClC(=O)OC(C(C)C)Cl (1-chloro-2-methylpropyl chloroformate), CCN(C(C)C)C(C)C (DIEA), CC=1C=CC(=CC1)C(=O)O (p-toluic acid), Cl[Si](C)(C)C (chlorotrimethylsilane), CCN(C(C)C)C(C)C (DIEA). Run in C(Cl)(Cl)Cl (chloroform). Yields the product CC1=CC=C(C=C1)C(=O)OCCOC(=O)NC1(CC1)C(=O)O (1-{[(4-Methylphenylcarbonyloxy)ethoxy]carbonylamino}cyclopropanecarboxylic Acid). The yield is 14.5%. Reaction SMILES: [CH2:1]1[C:3]([NH2:7])([C:4]([OH:6])=[O:5])[CH2:2]1.Cl[Si](C)(C)C.CCN(C(C)C)C(C)C.Cl[C:23]([O:25][CH:26](Cl)[CH:27](C)C)=[O:24].[CH3:31][C:32]1[CH:33]=[CH:34][C:35]([C:38]([OH:40])=[O:39])=[CH:36][CH:37]=1>C(Cl)(Cl)Cl>[CH3:31][C:32]1[CH:37]=[CH:36][C:35]([C:38]([O:40][CH2:27][CH2:26][O:25][C:23]([NH:7][C:3]2([C:4]([OH:6])=[O:5])[CH2:2][CH2:1]2)=[O:24])=[O:39])=[CH:34][CH:33]=1. Procedure details: Following the general procedure for the one pot synthesis, ACPC (1.02 g, 9.8 mmol) was reacted with chlorotrimethylsilane (2.48 mL, 19.7 mmol) in anhydrous chloroform in the presence of DIEA (3.64 mL, 19.7 mmol). Subsequent reaction of the intermediate with 1-chloro-2-methylpropyl chloroformate (1.6 mL, 14.8 mmol) followed by a mixture of DIEA (3.64 mL, 19.7 mmol) and p-toluic acid (2.6 g, 19.7 mmol) provided 0.436 g (14.3% yield) the title compound (21) as a white solid after aqueous work-up an... The reactants are CN, COc1ccccc1NC(=O)c1ccc(CCl)cc1, C1COCCO1. The product is CNCc1ccc(C(=O)Nc2ccccc2OC)cc1. RXN SMILES: [CH3:20][NH2:21].[Cl:1][CH2:2][c:3]1[cH:4][cH:5][c:6]([C:7](=[O:8])[NH:9][c:10]2[c:11]([O:16][CH3:17])[cH:12][cH:13][cH:14][cH:15]2)[cH:18][cH:19]1.[O:22]1[CH2:23][CH2:24][O:25][CH2:26][CH2:27]1>>[CH2:2]([c:3]1[cH:4][cH:5][c:6]([C:7](=[O:8])[NH:9][c:10]2[c:11]([O:16][CH3:17])[cH:12][cH:13][cH:14][cH:15]2)[cH:18][cH:19]1)[NH:21][CH3:20]. The reactants are ClCCl, CN(C)S(=O)(=O)Cl, Cl, CC(C)Nc1cccnc1N(C)C1CCN(C(=O)c2cc3cc(N)ccc3[nH]2)CC1, c1ccncc1. Yields the product CC(C)Nc1cccnc1N(C)C1CCN(C(=O)c2cc3cc(NS(=O)(=O)N(C)C)ccc3[nH]2)CC1. RXN SMILES: [CH2:44]([Cl:45])[Cl:46].[CH3:31][N:32]([S:33](=[O:34])(=[O:35])[Cl:36])[CH3:37].[ClH:47].[NH2:1][c:2]1[cH:3][c:4]2[cH:5][c:6]([C:11](=[O:12])[N:13]3[CH2:14][CH2:15][CH:16]([N:19]([c:20]4[n:21][cH:22][cH:23][cH:24][c:25]4[NH:26][CH:27]([CH3:28])[CH3:29])[CH3:30])[CH2:17][CH2:18]3)[nH:7][c:8]2[cH:9][cH:10]1.[cH:38]1[cH:39][cH:40][n:41][cH:42][cH:43]1>>[NH:1]([c:2]1[cH:3][c:4]2[cH:5][c:6]([C:11](=[O:12])[N:13]3[CH2:14][CH2:15][CH:16]([N:19]([c:20]4[n:21][cH:22][cH:23][cH:24][c:25]4[NH:26][CH:27]([CH3:28])[CH3:29])[CH3:30])[CH2:17][CH2:18]3)[nH:7][c:8]2[cH:9][cH:10]1)[S:33]([N:32]([CH3:31])[CH3:37])(=[O:34])=[O:35]. The reactants are O1C(=NCC1)C1=CC(=C(OCCCCCC2=CC(=NO2)C)C=C1)C=O (5-{5-[4-(4,5-dihydro-2-oxazolyl)-2-formylphenoxy]pentyl}-3-methylisoxazole), [BH4-].[Na+] (sodium borohydride). Reagents/catalysts: C(C)(=O)O (acetic acid). Run in O (water), CO (methanol). Reaction conditions: time 1 hour. Product: O1C(=NCC1)C1=CC(=C(OCCCCCC2=CC(=NO2)C)C=C1)CO (5-{5-[4-(4,5-dihydro-2-oxazolyl)-2-hydroxymethylphenoxy]pentyl}-3-methylisoxazole). The yield is 99.4%. RXN SMILES: [O:1]1[CH2:5][CH2:4][N:3]=[C:2]1[C:6]1[CH:23]=[CH:22][C:9]([O:10][CH2:11][CH2:12][CH2:13][CH2:14][CH2:15][C:16]2[O:20][N:19]=[C:18]([CH3:21])[CH:17]=2)=[C:8]([CH:24]=[O:25])[CH:7]=1.[BH4-].[Na+]>CO.C(O)(=O)C.O>[O:1]1[CH2:5][CH2:4][N:3]=[C:2]1[C:6]1[CH:23]=[CH:22][C:9]([O:10][CH2:11][CH2:12][CH2:13][CH2:14][CH2:15][C:16]2[O:20][N:19]=[C:18]([CH3:21])[CH:17]=2)=[C:8]([CH2:24][OH:25])[CH:7]=1 |f:1.2|. Procedure details: To a solution of 1.2 g of 5-{5-[4-(4,5-dihydro-2-oxazolyl)-2-formylphenoxy]pentyl}-3-methylisoxazole (Example 70) in 10 ml of methanol was added in portions 0.2 g of sodium borohydride. The mixture was stirred for one hour, then treated with a few drops of glacial acetic acid and diluted to 50 ml with water. The solid product was collected, washed with aqueous methanol and recrystallized from ethyl acetate to give 1.2 g of 5-{5-[4-(4,5-dihydro-2-oxazolyl)-2-hydroxymethylphenoxy]pentyl}-3-methyli... Reactants: BrCCBr (1,2-dibromoethane), O (water), C([O-])([O-])=O.[K+].[K+] (potassium carbonate), ON=C(C(=O)OCC)C=1N=C(SC1)NC(C1=CC=CC=C1)(C1=CC=CC=C1)C1=CC=CC=C1 (ethyl 2-hydroxyimino-2-(2-tritylamino-4-thiazolyl)-acetate). Run in CO (methanol), C(Cl)Cl (methylene chloride), CN(C=O)C (dimethylformamide). Run at temperature 20 celsius, time 20 minute. Yields the product BrCCON=C(C(=O)OCC)C=1N=C(SC1)NC(C1=CC=CC=C1)(C1=CC=CC=C1)C1=CC=CC=C1 (ethyl 2-(2-bromoethoxyimino)-2-(2-tritylamino-4-thiazolyl)-acetate), product. RXN SMILES: C(=O)([O-])[O-].[K+].[K+].[OH:7][N:8]=[C:9]([C:15]1[N:16]=[C:17]([NH:20][C:21]([C:34]2[CH:39]=[CH:38][CH:37]=[CH:36][CH:35]=2)([C:28]2[CH:33]=[CH:32][CH:31]=[CH:30][CH:29]=2)[C:22]2[CH:27]=[CH:26][CH:25]=[CH:24][CH:23]=2)[S:18][CH:19]=1)[C:10]([O:12][CH2:13][CH3:14])=[O:11].[Br:40][CH2:41][CH2:42]Br.O>CN(C)C=O.CO.C(Cl)Cl>[Br:40][CH2:41][CH2:42][O:7][N:8]=[C:9]([C:15]1[N:16]=[C:17]([NH:20][C:21]([C:34]2[CH:35]=[CH:36][CH:37]=[CH:38][CH:39]=2)([C:28]2[CH:29]=[CH:30][CH:31]=[CH:32][CH:33]=2)[C:22]2[CH:27]=[CH:26][CH:25]=[CH:24][CH:23]=2)[S:18][CH:19]=1)[C:10]([O:12][CH2:13][CH3:14])=[O:11] |f:0.1.2|. Reported procedure: 4.14 g of potassium carbonate were added at room temperature over 3 minutes under an argon atmosphere to a mixture of 4.94 g of the syn isomer of ethyl 2-hydroxyimino-2-(2-tritylamino-4-thiazolyl)-acetate in 10 ml of dimethylformamide and after stirring the mixture at 20° C. for 20 minutes, 8.65 ml of 1,2-dibromoethane were added thereto. The mixture was stirred for 30 hours and was then poured into a mixture of 100 ml of distilled water and 20 ml of methylene chloride. The decanted aqueous phas... Reactants: NC1=NC=CC=C1OC(C1=CC=CC=C1C)NC(COC(C)=O)=O (2-amino-3-(2-acetoxyacetamido-6-methylbenzyloxy)pyridine), [OH-].[Na+] (sodium hydroxide). The solvent is CO (methanol). Yields the product NC1=NC=CC=C1OC(C1=CC=CC=C1C)NC(CO)=O (2-amino-3-(2-hydroxyacetamido-6-methylbenzyloxy)pyridine). As a reaction SMILES: [NH2:1][C:2]1[C:7]([O:8][CH:9]([NH:17][C:18](=[O:24])[CH2:19][O:20]C(=O)C)[C:10]2[C:15]([CH3:16])=[CH:14][CH:13]=[CH:12][CH:11]=2)=[CH:6][CH:5]=[CH:4][N:3]=1.[OH-].[Na+]>CO>[NH2:1][C:2]1[C:7]([O:8][CH:9]([NH:17][C:18](=[O:24])[CH2:19][OH:20])[C:10]2[C:15]([CH3:16])=[CH:14][CH:13]=[CH:12][CH:11]=2)=[CH:6][CH:5]=[CH:4][N:3]=1 |f:1.2|. Procedure: A solution of 2-amino-3-(2-acetoxyacetamido-6-methylbenzyloxy)pyridine (0.63 g) and 1N sodium hydroxide solution (2 ml) in methanol (20 ml) was stirred at room temperature for 1 hour. The resulting precipitates were collected by filtration to give 2-amino-3-(2-hydroxyacetamido-6-methylbenzyloxy)pyridine. The reactants are FC(C=1C=C(C=C(C1)C(F)(F)F)NC(OC1=CC=CC=C1)=NC#N)(F)F (N-(3,5-bis(trifluoromethyl)phenyl)-N'-cyano-O-phenylisourea), C(C)#N (acetonitrile), C1(CCCC1)N (cyclopentylamine). Reaction conditions: temperature 85 celsius, time 3.5 hour. Product: C(#N)NC(=NC1CCCC1)NC1=CC(=CC(=C1)C(F)(F)F)C(F)(F)F (N-Cyano-N'-(3,5-bis(trifluoromethyl)phenyl)-N"-(cyclopentyl)guanidine). The yield is 82.0%. RXN SMILES: [F:1][C:2]([F:26])([F:25])[C:3]1[CH:4]=[C:5]([NH:13][C:14](=[N:22][C:23]#[N:24])OC2C=CC=CC=2)[CH:6]=[C:7]([C:9]([F:12])([F:11])[F:10])[CH:8]=1.C(#N)C.[CH:30]1([NH2:35])[CH2:34][CH2:33][CH2:32][CH2:31]1>>[C:23]([NH:22][C:14]([NH:13][C:5]1[CH:6]=[C:7]([C:9]([F:12])([F:11])[F:10])[CH:8]=[C:3]([C:2]([F:1])([F:25])[F:26])[CH:4]=1)=[N:35][CH:30]1[CH2:34][CH2:33][CH2:32][CH2:31]1)#[N:24]. Procedure: To a suspension of N-(3,5-bis(trifluoromethyl)phenyl)-N'-cyano-O-phenylisourea (0.400 g, 1.1 mmol) in dry acetonitrile (2.5 ml) triethylamine (0.164 ml, 1.2 mmol) and cyclopentylamine (0.116 ml, 1.2 mmol) was added. The homogenous solution was stirred at 85° C. under N2 for 3.5 h. The solvent was evaporated, and the residue was dissolved in ethyl acetate and washed with water twice. The organic layer was dried (Na2SO4) and concentrated. The crude product was purified by flash chromatography usin... Starting materials: C(C)O[Si](OCC)(OCC)OCC (Tetraethylorthosilicate), stainless steel, FC(C(=O)OC(C(F)(F)F)=O)(F)F (trifluoroacetic anhydride). Conditions: temperature 90 celsius, time 16 hour. The product is FC(C(=O)O[Si](OCC)(OCC)OCC)(F)F (Triethoxysilyl Trifluoroacetate). Reaction SMILES: [CH2:1]([O:3][Si:4](OCC)([O:8][CH2:9][CH3:10])[O:5][CH2:6][CH3:7])[CH3:2].FC(F)(F)C([O:18][C:19](=[O:24])[C:20]([F:23])([F:22])[F:21])=O>>[F:23][C:20]([F:21])([F:22])[C:19]([O:18][Si:4]([O:8][CH2:9][CH3:10])([O:5][CH2:6][CH3:7])[O:3][CH2:1][CH3:2])=[O:24]. Procedure: Tetraethylorthosilicate (TEOS), 104 g, is loaded into a dried 1.3 L stainless steel pressure reaction vessel. A stoichiometric amount of trifluoroacetic anhydride, 105 g, is added. The reactor is sealed and the contents are heated at 80-100° C. for at least 12 hours. Preferably, the reaction is run at 80° C. for 16 hours. After sufficient time is permitted for conversion into the desired product, the reaction mixture is cooled and transferred to a vacuum distillation apparatus.